This data is from the Open Reaction Database (ORD), a public repository of structured organic reaction records. The task is: describe an organic reaction: reactants, conditions, products, and yield The reactants are C(C)(C)(C)OC(N[C@@H](CC)C1=NC2=CC=CC(=C2C(N1C1=CC=CC=C1)=O)F)=O ((S)-[1-(5-fluoro-4-oxo-3-phenyl-3,4-dihydro-quinazolin-2-yl)-propyl]-carbamic acid tert-butyl ester), FC(C(=O)O)(F)F (trifluoroacetic acid). The solvent is ClCCl (dichloromethane). Reaction conditions: time 1 hour. Yields the product N[C@@H](CC)C1=NC2=CC=CC(=C2C(N1C1=CC=CC=C1)=O)F ((S)-2-(1-amino-propyl)-5-fluoro-3-phenyl-3H-quinazolin-4-one). The yield is 87.1%. As a reaction SMILES: C(OC(=O)[NH:7][C@H:8]([C:11]1[N:20]([C:21]2[CH:26]=[CH:25][CH:24]=[CH:23][CH:22]=2)[C:19](=[O:27])[C:18]2[C:13](=[CH:14][CH:15]=[CH:16][C:17]=2[F:28])[N:12]=1)[CH2:9][CH3:10])(C)(C)C.FC(F)(F)C(O)=O>ClCCl>[NH2:7][C@H:8]([C:11]1[N:20]([C:21]2[CH:22]=[CH:23][CH:24]=[CH:25][CH:26]=2)[C:19](=[O:27])[C:18]2[C:13](=[CH:14][CH:15]=[CH:16][C:17]=2[F:28])[N:12]=1)[CH2:9][CH3:10]. Reported procedure: A solution of compound 110 (85 mmol) in dichloromethane (60 mL) was treated with trifluoroacetic acid (60 mL). The reaction mixture was stirred for 1 h, concentrated in vacuo, and partitioned between dichloromethane (150 mL) and 10% K2CO3 (sufficient amount to keep the pH greated than 10). The aqueous layer was extracted with additional dichloromethane (100 mL), and the combined organic layers were washed with water (50 mL) and brine (50 mL). After drying with Mg SO4, the solution was concentrat... Starting materials: BrC=1C(=C(C=O)C(=CC1)Br)C (3,6-dibromo-2-methylbenzaldehyde), S(=O)(=O)(O)O.NO (hydroxylamine sulfate), [OH-].[Na+] (NaOH). The solvent is C1(=CC=CC=C1)C (toluene). Run at temperature 80 celsius, time 2 hour. Yields the product BrC=1C(=C(C=NO)C(=CC1)Br)C (3,6-dibromo-2-methylbenzaldoxime). RXN SMILES: [Br:1][C:2]1[C:3]([CH3:11])=[C:4]([C:7]([Br:10])=[CH:8][CH:9]=1)[CH:5]=O.S(O)(O)(=O)=O.[NH2:17][OH:18].[OH-].[Na+]>C1(C)C=CC=CC=1>[Br:1][C:2]1[C:3]([CH3:11])=[C:4]([C:7]([Br:10])=[CH:8][CH:9]=1)[CH:5]=[N:17][OH:18] |f:1.2,3.4|. Procedure details: 10 g (0.42 mol) of 3,6-dibromo-2-methylbenzaldehyde and 178.5 g (0.272 mol) of a 25% strength aqueous solution of hydroxylamine sulfate are mixed in 1.2 l of toluene and heated at 80° C. Over a period of 2 h, 109.2 g (1.36 mol) of 50% strength NaOH are then added dropwise such that the pH is between 3 and 5. Stirring at 80° C. is continued for 1 h, the mixture is stirred at room temperature overnight and the phases are then separated at 80° C. The organic phase is washed once with 350 ml of wate... Starting materials: C(#N)C=1C=CC2=C(CCC=3C(=NC=CC3)C2=C2CCN(CC2)C)C1 (8-cyano-11-(1-methyl-4-piperidylidene)-6,11-dihydro-5H-benzo[5,6]cyclohepta[1,2-b]pyridine), [OH-].[K+] (potassium hydroxide). The solvent is C(C)O (Ethanol). Yields the product CN1CCC(CC1)=C1C2=C(CCC=3C1=NC=CC3)C=C(C=C2)C(=O)N (11-(1-Methyl-4-piperidylidene)-6,11-dihydro-5H-benzo[5,6]cyclohepta[1.2-b]pyridine-8-carboxamide). The yield is 66.0%. Reaction SMILES: [C:1]([C:3]1[CH:4]=[CH:5][C:6]2[C:16](=[C:17]3[CH2:22][CH2:21][N:20]([CH3:23])[CH2:19][CH2:18]3)[C:11]3=[N:12][CH:13]=[CH:14][CH:15]=[C:10]3[CH2:9][CH2:8][C:7]=2[CH:24]=1)#[N:2].[OH-:25].[K+]>C(O)C>[CH3:23][N:20]1[CH2:21][CH2:22][C:17](=[C:16]2[C:11]3=[N:12][CH:13]=[CH:14][CH:15]=[C:10]3[CH2:9][CH2:8][C:7]3[CH:24]=[C:3]([C:1]([NH2:2])=[O:25])[CH:4]=[CH:5][C:6]2=3)[CH2:18][CH2:19]1 |f:1.2|. Procedure details: Ethanol (150 ml) was added to 2 g of 8-cyano-11-(1-methyl-4-piperidylidene)-6,11-dihydro-5H-benzo[5,6]cyclohepta[1,2-b]pyridine so that the latter was dissolved in the former. An aqueous solution of 2.8 g of potassium hydroxide was added further, followed by reflux for 3.5 hours. After the reaction, the solvent was distilled off under reduced pressure and a brine was added to the residue, followed by extraction with chloroform. The extract was dried over anhydrous Na2SO4 and then filtered. The f... The reactants are ClCS(=O)(=O)C1=CC=CC=C1 (chloromethylphenyl sulfone), FC1=CC=C(C=C1)[N+](=O)[O-] (1-fluoro-4-nitrobenzene), CC(C)([O-])C.[K+] (potassium tert-butoxide), C(C)(=O)O (Acetic acid). Run in C1CCOC1 (THF), C1CCOC1 (THF). Run at temperature 0 celsius, time 1 hour. Product: C1(=CC=CC=C1)S(=O)(=O)CC1=C(C=CC(=C1)F)[N+](=O)[O-] (2-Benzenesulfonylmethyl-4-fluoro-1-nitrobenzene). Reaction SMILES: Cl[CH2:2][S:3]([C:6]1[CH:11]=[CH:10][CH:9]=[CH:8][CH:7]=1)(=[O:5])=[O:4].[F:12][C:13]1[CH:18]=[CH:17][C:16]([N+:19]([O-:21])=[O:20])=[CH:15][CH:14]=1.CC(C)([O-])C.[K+].C(O)(=O)C>C1COCC1>[C:6]1([S:3]([CH2:2][C:17]2[CH:18]=[C:13]([F:12])[CH:14]=[CH:15][C:16]=2[N+:19]([O-:21])=[O:20])(=[O:5])=[O:4])[CH:11]=[CH:10][CH:9]=[CH:8][CH:7]=1 |f:2.3|. Reported procedure: To a solution of chloromethylphenyl sulfone (10.51 g, 55.13 mmol) in THF (110 mL) was added 5.9 mL (56 mmol) of 1-fluoro-4-nitrobenzene. The reaction mixture was chilled to 0° C., and 1.0 M potassium tert-butoxide in THF (145 mL, 145 mmol) was added dropwise. The reaction mixture was stirred under nitrogen at ambient temperature for one hour. Acetic acid (9 mL, 160 mmol) was then added. The reaction mixture was solvent evaporated and partitioned in brine and ethyl acetate. The organic phase was ... Reactants: COC(=O)C1C2CCC(C1NS(=O)(=O)C1=CC=C(C=C1)OCC1=CC(=NC3=CC=CC=C13)C)N2C(=O)OC(C)(C)C (3-[4-(2-methyl-quinolin-4-ylmethoxy)-benzenesulfonylamino]-7-aza-bicyclo [2.2.1] heptane-2,7-dicarboxylic acid 7-tert-butyl ester 2-methyl ester), [OH-].[Li+] (lithium hydroxide). The solvent is C1CCOC1.CO.O (THF methanol water). The product is C(C)(C)(C)OC(=O)N1C2C(C(C1CC2)NS(=O)(=O)C2=CC=C(C=C2)OCC2=CC(=NC1=CC=CC=C21)C)C(=O)O (3-[4-(2-methyl-quinolin-4-ylmethoxy)-benzenesulfonylamino]-7-aza-bicyclo[2.2.1] heptane-2,7-dicarboxylic acid 7-tert-butyl ester), crude solid. The yield is 100.0%. Reaction SMILES: C[O:2][C:3]([CH:5]1[CH:10]([NH:11][S:12]([C:15]2[CH:20]=[CH:19][C:18]([O:21][CH2:22][C:23]3[C:32]4[C:27](=[CH:28][CH:29]=[CH:30][CH:31]=4)[N:26]=[C:25]([CH3:33])[CH:24]=3)=[CH:17][CH:16]=2)(=[O:14])=[O:13])[CH:9]2[N:34]([C:35]([O:37][C:38]([CH3:41])([CH3:40])[CH3:39])=[O:36])[CH:6]1[CH2:7][CH2:8]2)=[O:4].[OH-].[Li+]>C1COCC1.CO.O>[C:38]([O:37][C:35]([N:34]1[CH:9]2[CH2:8][CH2:7][CH:6]1[CH:5]([C:3]([OH:4])=[O:2])[CH:10]2[NH:11][S:12]([C:15]1[CH:20]=[CH:19][C:18]([O:21][CH2:22][C:23]2[C:32]3[C:27](=[CH:28][CH:29]=[CH:30][CH:31]=3)[N:26]=[C:25]([CH3:33])[CH:24]=2)=[CH:17][CH:16]=1)(=[O:13])=[O:14])=[O:36])([CH3:41])([CH3:39])[CH3:40] |f:1.2,3.4.5|. Procedure: A solution of 3-[4-(2-methyl-quinolin-4-ylmethoxy)-benzenesulfonylamino]-7-aza-bicyclo [2.2.1] heptane-2,7-dicarboxylic acid 7-tert-butyl ester 2-methyl ester (0.15 g, 2.58 mmol) and lithium hydroxide (0.062 g, 2.57 mmol) in THF:methanol:water (2.5: 1.5:1.5 mL) was stirred at 25° C. for 19 h. The solution was then concentrated in vacuo to give 3-[4-(2-methyl-quinolin-4-ylmethoxy)-benzenesulfonylamino]-7-aza-bicyclo[2.2.1] heptane-2,7-dicarboxylic acid 7-tert-butyl ester as a crude solid (0.150 g...